Dataset: the Open Reaction Database (ORD), a public repository of structured organic reaction records. Task: describe an organic reaction: reactants, conditions, products, and yield Starting materials: C(C)(=O)OCC=C(CCC(C(=C)C)Cl)C (6-chloro-3,7-dimethyl-2,7-octadienyl acetate), [I-].[Na+] (sodium iodide), C[N+]1(CCOCC1)[O-] (N-methylmorpholine N-oxide), CN(C=O)C (N,N-dimethylformamide). The solvent is O (water). Reaction conditions: temperature 50 celsius, time 4 hour. Product: C(C)(=O)OCC=C(CCC=C(C=O)C)C (8-acetoxy-2,6-dimethyl-2,6-octadienal). Isolated yield 74.7%. As a reaction SMILES: [C:1]([O:4][CH2:5][CH:6]=[C:7]([CH3:15])[CH2:8][CH2:9][CH:10](Cl)[C:11]([CH3:13])=[CH2:12])(=[O:3])[CH3:2].[I-].[Na+].C[N+]1([O-])CC[O:22]CC1.CN(C)C=O>O>[C:1]([O:4][CH2:5][CH:6]=[C:7]([CH3:15])[CH2:8][CH2:9][CH:10]=[C:11]([CH3:13])[CH:12]=[O:22])(=[O:3])[CH3:2] |f:1.2|. Procedure details: 1.15 g (3.99 mmols) of 6-chloro-3,7-dimethyl-2,7-octadienyl acetate (purity: 80%), 0.91 g (6 mmols) of sodium iodide and 1.36 g (10 mmols) of N-methylmorpholine N-oxide (monohydrate) were placed in a flask, to which was added 5 ml of N,N-dimethylformamide. The mixture was agitated at 50° C. for 4 hours. After completion of the reaction, 10 ml of water was added to the reaction mixture, followed by extraction twice each with 70 ml of diethyl ether. The resulting extract was washed with each 20 ml...